This data is from the Open Reaction Database (ORD), a public repository of structured organic reaction records. The task is: describe an organic reaction: reactants, conditions, products, and yield The reactants are BrCCC1=C2C(C(NC2=CC=C1)=O)Cl (4-(2'-Bromoethyl)-3-chloro-1,3-dihydro-2H-indol-2-one), O.[PH2](=O)[O-].[Na+] (sodium hypophosphite hydrate). Reagents/catalysts: [Pd] (palladium/carbon). Run in industrial methylated spirit, O (water). Conditions: time 2 hour. The product is BrCCC1=C2CC(NC2=CC=C1)=O (4-(2'-bromoethyl)-1,3-dihydro-2H-indol-2-one). Yield: 82.3%. As a reaction SMILES: [Br:1][CH2:2][CH2:3][C:4]1[CH:12]=[CH:11][CH:10]=[C:9]2[C:5]=1[CH:6](Cl)[C:7](=[O:13])[NH:8]2.O.[PH2]([O-])=O.[Na+]>[Pd].O>[Br:1][CH2:2][CH2:3][C:4]1[CH:12]=[CH:11][CH:10]=[C:9]2[C:5]=1[CH2:6][C:7](=[O:13])[NH:8]2 |f:1.2.3|. Procedure details: 4-(2'-Bromoethyl)-3-chloro-1,3-dihydro-2H-indol-2-one (23.6 g. 86 mmol), sodium hypophosphite hydrate (35 g) and 10% palladium/carbon (60% w/w wet, 2.6 g) were stirred in industrial methylated spirit (250 ml)/water (30 ml) at 80° C. The reaction was complete after 2 hours as monitored by HPLC. Inorganic components were removed by filtration and the organic solvent was removed in vaccuo. The solid residue was slurried in water (100 ml) and dried overnight to give 17.0 g (82%) of 4-(2'-bromoethyl)... As a reaction SMILES: [C:1]([c:2]1[cH:3][cH:4][c:5]([C:6]([Cl:7])=[O:8])[c:9]([O:10][CH3:11])[cH:12]1)([CH3:13])([CH3:14])[CH3:15].[Cl:16][c:17]1[cH:18][cH:19][c:20]([C:23]2([CH3:49])[N:24]=[C:25]([c:36]3[c:37]([O:46][CH2:47][CH3:48])[cH:38][c:39]([C:42]([CH3:43])([CH3:44])[CH3:45])[cH:40][cH:41]3)[NH:26][C:27]2([CH3:28])[c:29]2[cH:30][cH:31][c:32]([Cl:35])[cH:33][cH:34]2)[cH:21][cH:22]1>>[Cl:16][c:17]1[cH:18][cH:19][c:20]([C:23]2([CH3:49])[N:24]=[C:25]([c:36]3[c:37]([O:46][CH3:47])[cH:38][c:39]([C:42]([CH3:43])([CH3:44])[CH3:45])[cH:40][cH:41]3)[NH:26][C:27]2([CH3:28])[c:29]2[cH:30][cH:31][c:32]([Cl:35])[cH:33][cH:34]2)[cH:21][cH:22]1. Reactants: COc1cc(C(C)(C)C)ccc1C(=O)Cl, CCOc1cc(C(C)(C)C)ccc1C1=NC(C)(c2ccc(Cl)cc2)C(C)(c2ccc(Cl)cc2)N1. The product is COc1cc(C(C)(C)C)ccc1C1=NC(C)(c2ccc(Cl)cc2)C(C)(c2ccc(Cl)cc2)N1. The reactants are B(F)(F)F.CO (BF3 methanol), O (H2O), FC(C(=O)OC(C(F)(F)F)=O)(F)F (trifluoroacetic anhydride), FC(C(=O)OC(C(F)(F)F)=O)(F)F (trifluoroacetic anhydride), C1(=CC=CC=C1)CC(C(=O)O)O (3-phenyllactic acid). Reagents/catalysts: FC(C(=O)OC(C(F)(F)F)=O)(F)F (trifluoroacetic anhydride). Run in C(Cl)Cl (CH2Cl2). Run at time 1 minute. The product is C1=CC=C(C=C1)C[C@@H](C(=O)O)O (L-(−)-3-phenyllactic acid). RXN SMILES: B(F)(F)F.CO.FC(F)(F)C(OC(=O)C(F)(F)F)=O.[C:20]1([CH2:26][CH:27]([OH:31])[C:28]([OH:30])=[O:29])[CH:25]=[CH:24][CH:23]=[CH:22][CH:21]=1.O>C(Cl)Cl.FC(F)(F)C(OC(=O)C(F)(F)F)=O>[CH:23]1[CH:22]=[CH:21][C:20]([CH2:26][C@H:27]([OH:31])[C:28]([OH:30])=[O:29])=[CH:25][CH:24]=1 |f:0.1|. Reported procedure: The derivatization was carried out with BF3-methanol (see above) or with trifluoroacetic anhydride. For the derivatization with trifluoroacetic anhydride, 5 mg of 3-phenyllactic acid were dissolved in 500 μl of CH2Cl2, treated with 5 drops of trifluoroacetic anhydride, shaken for 1 minute at room temperature and subsequently treated with approximately 500 μl of H2O. The organic phase is dried over Na2SO4, and the samples were then measured by GC on a chiral column. Starting materials: CC#N, COC(=O)c1ccccc1OC. Yields the product COc1ccccc1C(=O)CC#N. RXN SMILES: [CH3:13][C:14]#[N:15].[CH3:1][O:2][C:3]([c:4]1[c:5]([O:10][CH3:11])[cH:6][cH:7][cH:8][cH:9]1)=[O:12]>>[C:3]([c:4]1[c:5]([O:10][CH3:11])[cH:6][cH:7][cH:8][cH:9]1)(=[O:12])[CH2:13][C:14]#[N:15]. Starting materials: C([O-])([O-])=O.[Na+].[Na+] (sodium carbonate), N[C@@H](C(C)C)C(=O)O (L-valine), C([O-])([O-])=O.[Na+].[Na+] (sodium carbonate), C(C)(=O)SCC(C(=O)Cl)C (3-Acetylthio-2-methylpropanoyl chloride), C(C)(=O)SCC(C(=O)N[C@@H](C(C)C)C(=O)O)C (N-(3-acetylthio-2-methylpropanoyl)-L-valine). Run in O (water), O (water). Yields the product SCC(C(=O)N[C@@H](C(C)C)C(=O)O)C (N-(3-mercapto-2-methylpropanoyl)-L-valine). RXN SMILES: N[C@H](C(O)=O)C(C)C.C(=O)([O-])[O-].[Na+].[Na+].C(SCC(C)C(Cl)=O)(=O)C.C([S:28][CH2:29][CH:30]([CH3:41])[C:31]([NH:33][C@H:34]([C:38]([OH:40])=[O:39])[CH:35]([CH3:37])[CH3:36])=[O:32])(=O)C>O>[SH:28][CH2:29][CH:30]([CH3:41])[C:31]([NH:33][C@H:34]([C:38]([OH:40])=[O:39])[CH:35]([CH3:36])[CH3:37])=[O:32] |f:1.2.3|. Reported procedure: L-valine (88 g.) and sodium carbonate (40 g.) are dissolved in water (1 l.) and the solution is chilled in an ice bath with vigorous stirring. 3-Acetylthio-2-methylpropanoyl chloride (135 g.) and a solution of sodium carbonate (120 g.) in 500 ml. of water are added in five equal portions over a 15 minute period. After 1.5 hours the reaction mixture is extracted with ethyl acetate, the aqueous phase is acidified with concentrated hydrochloric acid and extracted with ethyl acetate. The organic pha... Starting materials: N12CCCCCC2=NCCC1 (1,8-Diazabicyclo[5.4.0]undec-7-ene), CC1=CN=C(C=2N1N=C(N2)C[P+](C2=CC=CC=C2)(C2=CC=CC=C2)C2=CC=CC=C2)C ((5,8-Dimethyl-[1,2,4]triazolo[1,5-a]pyrazin-2-ylmethyl)-triphenyl-phosphonium), [Cl-] (chloride), C1(=CC=CC=C1)C=1NC=C(N1)C=O (2-Phenyl-1H-imidazole-4-carbaldehyde). Solvent: C1CCOC1 (THF). The product is CC1=CN=C(C=2N1N=C(N2)CCC=2N=C(NC2)C2=CC=CC=C2)C (5,8-Dimethyl-2-[2-(2-phenyl-1H-imidazol-4-yl)-ethyl]-[1,2,4]triazolo[1,5-a]pyrazine). RXN SMILES: N12CCCN=C1CCCCC2.[CH3:12][C:13]1[N:18]2[N:19]=[C:20]([CH2:22][P+](C3C=CC=CC=3)(C3C=CC=CC=3)C3C=CC=CC=3)[N:21]=[C:17]2[C:16]([CH3:42])=[N:15][CH:14]=1.[Cl-].[C:44]1([C:50]2[NH:51][CH:52]=[C:53]([CH:55]=O)[N:54]=2)[CH:49]=[CH:48][CH:47]=[CH:46][CH:45]=1>C1COCC1>[CH3:12][C:13]1[N:18]2[N:19]=[C:20]([CH2:22][CH2:55][C:53]3[N:54]=[C:50]([C:44]4[CH:45]=[CH:46][CH:47]=[CH:48][CH:49]=4)[NH:51][CH:52]=3)[N:21]=[C:17]2[C:16]([CH3:42])=[N:15][CH:14]=1. Reported procedure: 1,8-Diazabicyclo[5.4.0]undec-7-ene (0.087 mL, 0.58 mmol) was added to a stirred suspension of (5,8-Dimethyl-[1,2,4]triazolo[1,5-a]pyrazin-2-ylmethyl)-triphenyl-phosphonium; chloride (0.27 g, 0.58 mmol) and 2-Phenyl-1H-imidazole-4-carbaldehyde (0.100 g, 0.581 mmol) in dry THF (8 mL) and the mixture was stirred at room temperature under an atmosphere of Argon overnight. Some solid was filtered off and the solvent was removed in vac. The remanens was dissolved in DCM, and purified by silica gel chr...